The task is: describe an organic reaction: reactants, conditions, products, and yield. This data is from the Open Reaction Database (ORD), a public repository of structured organic reaction records. Starting materials: N1CCOCC1 (morpholine), BrCCCCC[C@@H]1[C@@H]2C=3C=CC(=CC3CC[C@]2([C@@H]2CC[C@@H]([C@@]2(C)C1)O)C=C)O (11β-(5-Bromopentyl)-8-vinyl-estra-1,3,5(10)-triene-3,17β-diol). Product: O1CCN(CC1)CCCCC[C@@H]1[C@@H]2C=3C=CC(=CC3CC[C@]2([C@@H]2CC[C@@H]([C@@]2(C)C1)O)C=C)O (11β-(5-Morpholinopentyl)-8-vinylestra-1,3,5(10)-triene-3,17β-diol). As a reaction SMILES: [NH:1]1[CH2:6][CH2:5][O:4][CH2:3][CH2:2]1.Br[CH2:8][CH2:9][CH2:10][CH2:11][CH2:12][C@H:13]1[CH2:30][C@@:28]2([CH3:29])[C@@H:24]([CH2:25][CH2:26][C@@H:27]2[OH:31])[C@@:23]2([CH:32]=[CH2:33])[C@H:14]1[C:15]1[CH:16]=[CH:17][C:18]([OH:34])=[CH:19][C:20]=1[CH2:21][CH2:22]2>>[O:4]1[CH2:5][CH2:6][N:1]([CH2:8][CH2:9][CH2:10][CH2:11][CH2:12][C@H:13]2[CH2:30][C@@:28]3([CH3:29])[C@@H:24]([CH2:25][CH2:26][C@@H:27]3[OH:31])[C@@:23]3([CH:32]=[CH2:33])[C@H:14]2[C:15]2[CH:16]=[CH:17][C:18]([OH:34])=[CH:19][C:20]=2[CH2:21][CH2:22]3)[CH2:2][CH2:3]1. Reported procedure: In the reaction with morpholine (10 equivalents) analogously to instructions 17.2, 30 mg of bromide 30a yields 10 mg of amine 35a as a colorless foam (GC-MS: m/z theor.: 453, pract.: 453). Reactants: CC1(OCCC2=C1NC1=CC=CC=C21)C=O (1-methyl-1,3,4,9-tetrahydropyrano[3,4-b]indole-1-carboxaldehyde), Cl.NO (hydroxylamine hydrochloride), C(C)(=O)[O-].[Na+] (sodium acetate). The solvent is CO (methanol). Conditions: time 16 hour. Yields the product CC1(OCCC2=C1NC1=CC=CC=C21)C=NO (1-methyl-1,3,4,9-tetrahydropyrano[3,4-b]indole-1-carboxaldehyde oxime). RXN SMILES: [CH3:1][C:2]1([CH:15]=O)[C:7]2[NH:8][C:9]3[C:14]([C:6]=2[CH2:5][CH2:4][O:3]1)=[CH:13][CH:12]=[CH:11][CH:10]=3.Cl.[NH2:18][OH:19].C([O-])(=O)C.[Na+]>CO>[CH3:1][C:2]1([CH:15]=[N:18][OH:19])[C:7]2[NH:8][C:9]3[C:14]([C:6]=2[CH2:5][CH2:4][O:3]1)=[CH:13][CH:12]=[CH:11][CH:10]=3 |f:1.2,3.4|. Procedure details: A solution of 1-methyl-1,3,4,9-tetrahydropyrano[3,4-b]indole-1-carboxaldehyde (547 mg), described in Example 777, aqueous hydroxylamine hydrochloride (2.5 ml of 5N) and aqueous sodium acetate (2.5 ml of 5N) and methanol (5 ml) is heated at 50° - 60° C. for 5 min. and then kept at 4° C. for 16 hr. The precipitate is collected and recrystallized from ethanol water to afford 1-methyl-1,3,4,9-tetrahydropyrano[3,4-b]indole-1-carboxaldehyde oxime, m.p. 176° - 178° C. Reactants: CC1=CC(=CC(=N1)OS(=O)(=O)C(F)(F)F)C1=CC=C(C=C1)OC(F)(F)F (trifluoro-methanesulfonic acid 6-methyl-4-(4-trifluoromethoxyphenyl)-pyridin-2-yl ester), C(C)(C)(C)NS(=O)(=O)C1=CC(=CC=C1)C1=NC(=CC=C1)[Sn](CCCC)(CCCC)CCCC (N-tert-butyl-3-(6-tributylstannanyl-pyridin-2-yl)-benzenesulfonamide), tetrakis(triphenyl-phosphine)palladium. The solvent is C1(=CC=CC=C1)C (toluene). Product: C(C)(C)(C)NS(=O)(=O)C1=CC(=CC=C1)C1=CC=CC(=N1)C1=NC(=CC(=C1)C1=CC=C(C=C1)OC(F)(F)F)C (N-tert-Butyl-3-[6′-methyl-4′-(4-trifluoromethoxy-phenyl)-[2,2′]bipyridinyl-6-yl]-benzenesulfonamide). RXN SMILES: [CH3:1][C:2]1[N:7]=[C:6](OS(C(F)(F)F)(=O)=O)[CH:5]=[C:4]([C:16]2[CH:21]=[CH:20][C:19]([O:22][C:23]([F:26])([F:25])[F:24])=[CH:18][CH:17]=2)[CH:3]=1.[C:27]([NH:31][S:32]([C:35]1[CH:40]=[CH:39][CH:38]=[C:37]([C:41]2[CH:46]=[CH:45][CH:44]=[C:43]([Sn](CCCC)(CCCC)CCCC)[N:42]=2)[CH:36]=1)(=[O:34])=[O:33])([CH3:30])([CH3:29])[CH3:28]>C1(C)C=CC=CC=1>[C:27]([NH:31][S:32]([C:35]1[CH:40]=[CH:39][CH:38]=[C:37]([C:41]2[N:42]=[C:43]([C:6]3[CH:5]=[C:4]([C:16]4[CH:17]=[CH:18][C:19]([O:22][C:23]([F:24])([F:25])[F:26])=[CH:20][CH:21]=4)[CH:3]=[C:2]([CH3:1])[N:7]=3)[CH:44]=[CH:45][CH:46]=2)[CH:36]=1)(=[O:33])=[O:34])([CH3:30])([CH3:28])[CH3:29]. Reported procedure: A stirred mixture of trifluoro-methanesulfonic acid 6-methyl-4-(4-trifluoromethoxyphenyl)-pyridin-2-yl ester (Example A.63) (0.221 g, 0.55 mmol), N-tert-butyl-3-(6-tributylstannanyl-pyridin-2-yl)-benzenesulfonamide (Example F.6) (0.290 g, 0.50 mmol), tetrakis(triphenyl-phosphine)palladium (0.032 g, 5 mol %) in toluene (5 mL) was heated under reflux conditions for 18 h. Cooled to rt, extracted with ethyl acetate and water, dried the organic layer over Na2SO4. Removal of the solvent in vacuum left... The reactants are CC(C)(C)c1cc(NC(=O)C2CCN2)no1, CCN=C=NCCCN(C)C, CCOC(C)=O, CCN(C(C)C)C(C)C, Cl, Cl, O=C(O)C1CCC(F)(F)CC1, CN(C)C=O, O, On1nnc2ccccc21. The product is CC(C)(C)c1cc(NC(=O)C2CCN2C(=O)C2CCC(F)(F)CC2)no1. RXN SMILES: [C:35]([CH3:36])([CH3:37])([CH3:38])[c:39]1[cH:40][c:41]([NH:44][C:45](=[O:46])[CH:47]2[NH:48][CH2:49][CH2:50]2)[n:42][o:43]1.[CH3:24][N:25]([CH3:26])[CH2:27][CH2:28][CH2:29][N:30]=[C:31]=[N:32][CH2:33][CH3:34].[CH3:66][CH2:67][O:68][C:69](=[O:70])[CH3:71].[CH:52]([N:53]([CH:54]([CH3:55])[CH3:56])[CH2:57][CH3:58])([CH3:59])[CH3:60].[ClH:23].[ClH:51].[F:1][C:2]1([F:11])[CH2:3][CH2:4][CH:5]([C:8](=[O:9])[OH:10])[CH2:6][CH2:7]1.[O:61]=[CH:62][N:63]([CH3:64])[CH3:65].[OH2:12].[OH:13][n:14]1[c:15]2[cH:16][cH:17][cH:18][cH:19][c:20]2[n:21][n:22]1>>[F:1][C:2]1([F:11])[CH2:3][CH2:4][CH:5]([C:8](=[O:10])[N:48]2[CH:47]([C:45]([NH:44][c:41]3[cH:40][c:39]([C:35]([CH3:36])([CH3:37])[CH3:38])[o:43][n:42]3)=[O:46])[CH2:50][CH2:49]2)[CH2:6][CH2:7]1. Reactants: C(C)(C)(C)OC(NC1=CC=C(C=C1)C=1OC(=CC(C1)=O)N1CCOCC1)=O ([4-(6-Morpholine-4-yl-4-oxo-4H-pyran-2yl)-phenyl]carbamic acid tert-butyl ester). Solvent: FC(C(=O)O)(F)F (trifluoroacetic acid), ClCCl (dichloromethane). Reaction conditions: time 1 hour. The product is NC1=CC=C(C=C1)C=1OC(=CC(C1)=O)N1CCOCC1 ((4-amino-phenyl)-6-morpholin-4-yl-pyran-4-one). Yield: 78.2%. As a reaction SMILES: C(OC(=O)[NH:7][C:8]1[CH:13]=[CH:12][C:11]([C:14]2[O:15][C:16]([N:21]3[CH2:26][CH2:25][O:24][CH2:23][CH2:22]3)=[CH:17][C:18](=[O:20])[CH:19]=2)=[CH:10][CH:9]=1)(C)(C)C>FC(F)(F)C(O)=O.ClCCl>[NH2:7][C:8]1[CH:13]=[CH:12][C:11]([C:14]2[O:15][C:16]([N:21]3[CH2:22][CH2:23][O:24][CH2:25][CH2:26]3)=[CH:17][C:18](=[O:20])[CH:19]=2)=[CH:10][CH:9]=1. Reported procedure: [4-(6-Morpholine-4-yl-4-oxo-4H-pyran-2yl)-phenyl]carbamic acid tert-butyl ester (402 mg, 1.08 mmol) was dissolved in 25% trifluoroacetic acid in dichloromethane mixture (5 ml) and stirred for 1 hour at room temperature. The reaction was concentrated in vacuo, precipitated with saturated NaHCO3, filtered, washed with diethyl ether and dried to yield (4-amino-phenyl)-6-morpholin-4-yl-pyran-4-one as a yellow solid (230 mg, 79%). m/z (LC-MS, ESP): 273 (M++1). Starting materials: Cl.COC1=C(C=CC(=C1)OC)N1CCNCC1 (1-(2,4-dimethoxyphenyl) piperazine hydrochloride), Br (hydrogen bromide). The product is Br.Br.OC1=CC(=C(C=C1)N1CCNCC1)OC (1-(4-hydroxy-2-methoxyphenyl)piperazine dihydrobromide). As a reaction SMILES: Cl.[CH3:2][O:3][C:4]1[CH:9]=[C:8]([O:10]C)[CH:7]=[CH:6][C:5]=1[N:12]1[CH2:17][CH2:16][NH:15][CH2:14][CH2:13]1.[BrH:18]>>[BrH:18].[BrH:18].[OH:10][C:8]1[CH:7]=[CH:6][C:5]([N:12]2[CH2:13][CH2:14][NH:15][CH2:16][CH2:17]2)=[C:4]([O:3][CH3:2])[CH:9]=1 |f:0.1,3.4.5|. Procedure: A mixture of 1-(2,4-dimethoxyphenyl) piperazine hydrochloride (3.1 g, 13.9 mmol) in 30 mL of approximately 40% aqueous hydrogen bromide was heated at reflux for 30 hours and then the volatiles were removed in vacuo. Recrystallization of the residue from methanol gave 1-(4-hydroxy-2-methoxyphenyl)piperazine dihydrobromide (4.6 g, 12.4 mmol), m.p. >280° C. Starting materials: C(C)OC(=O)C1=C(C=2N(N(C1=O)CC1=CC=C(C=C1)Cl)C=CC2)O (1-(4-chloro-benzyl)-4-hydroxy-2-oxo-1,2-dihydro-pyrrolo[1,2-b]pyridazine-3-carboxylic acid ethyl ester), NCC(=O)[O-].[Na+] (sodium glycinate). Yields the product ClC1=CC=C(CN2N3C(C(=C(C2=O)C(=O)NCC(=O)O)O)=CC=C3)C=C1 ({[1-(4-Chloro-benzyl)-4-hydroxy-2-oxo-1,2-dihydro-pyrrolo[1,2-b]pyridazine-3-carbonyl]-amino}-acetic acid). RXN SMILES: C(O[C:4]([C:6]1[C:11](=[O:12])[N:10]([CH2:13][C:14]2[CH:19]=[CH:18][C:17]([Cl:20])=[CH:16][CH:15]=2)[N:9]2[CH:21]=[CH:22][CH:23]=[C:8]2[C:7]=1[OH:24])=[O:5])C.[NH2:25][CH2:26][C:27]([O-:29])=[O:28].[Na+]>>[Cl:20][C:17]1[CH:16]=[CH:15][C:14]([CH2:13][N:10]2[C:11](=[O:12])[C:6]([C:4]([NH:25][CH2:26][C:27]([OH:29])=[O:28])=[O:5])=[C:7]([OH:24])[C:8]3=[CH:23][CH:22]=[CH:21][N:9]23)=[CH:19][CH:18]=1 |f:1.2|. Procedure details: Prepared according to the glycinolysis condition used in Example 1 step d) from 1-(4-chloro-benzyl)-4-hydroxy-2-oxo-1,2-dihydro-pyrrolo[1,2-b]pyridazine-3-carboxylic acid ethyl ester (1.0 eq.) and sodium glycinate (15 eq.). ESI (m/z): 376 (M+H)+.